Dataset: the Open Reaction Database (ORD), a public repository of structured organic reaction records. Task: describe an organic reaction: reactants, conditions, products, and yield Reactants: C1(=CC=CC=C1)CC(=O)Cl (phenylacetyl chloride), NC1=NC=C(C=C1)[N+](=O)[O-] (2-amino-5-nitropyridine), ice water. The solvent is C1CCOC1 (THF), N1=CC=CC=C1 (pyridine). Reaction conditions: time 24 hour. Yields the product [N+](=O)([O-])C=1C=CC(=NC1)NC(CC1=CC=CC=C1)=O (N-(5-Nitropyridin-2-yl)-2-phenylacetamide). Reaction SMILES: [NH2:1][C:2]1[CH:7]=[CH:6][C:5]([N+:8]([O-:10])=[O:9])=[CH:4][N:3]=1.[C:11]1([CH2:17][C:18](Cl)=[O:19])[CH:16]=[CH:15][CH:14]=[CH:13][CH:12]=1>N1C=CC=CC=1.C1COCC1>[N+:8]([C:5]1[CH:6]=[CH:7][C:2]([NH:1][C:18](=[O:19])[CH2:17][C:11]2[CH:16]=[CH:15][CH:14]=[CH:13][CH:12]=2)=[N:3][CH:4]=1)([O-:10])=[O:9]. Procedure details: A solution of 2-amino-5-nitropyridine (4.17 g, 30 mmol) in pyridine (30 mL) is stirred at rt and a solution of phenylacetyl chloride (4.64 g, 30 mmol) in THF (30 mL) is added dropwise. The mixture is stirred for 24 h and then poured into ice-water (250 mL) to afford a brown solid, which is used without further purification. Starting materials: CC(C)(C)OC([C@@H](CCO)N[C@@H](CC(C)C)C(=O)NCC1=CC=CC=C1)=O (2-(R)-[1-(S)-(benzylamino)carbonyl-3-methyl-butylamino]-4-hydroxy-butanoic acid-1,1-dimethylethyl ester), N(=NC(=O)OCC)C(=O)OCC (diethyl azodicarboxylate), BrC=1C=C2C(NC(C2=CC1)=O)=O (5-bromo-1,3-dihydro-1,3-dioxo-2H-isoindole), C1(=CC=CC=C1)P(C1=CC=CC=C1)C1=CC=CC=C1 (triphenylphosphine). Run in CN(C)C=O (DMF). Reaction conditions: temperature 0 celsius, time 16 hour. Yields the product CC(C)(C)OC([C@@H](CCN1C(C2=CC=C(C=C2C1=O)Br)=O)N[C@@H](CC(C)C)C(=O)NCC1=CC=CC=C1)=O (2-(R)-[1-(S)-(Benzylamino)carbonyl-3-methyl-butylamino]-4-(5-bromo-1,3-dioxo-1,3-dihydro-isoindol-2-yl)-butanoic acid-1,1-dimethylethyl ester). As a reaction SMILES: [CH3:1][C:2]([O:5][C:6](=[O:27])[C@H:7]([NH:11][C@H:12]([C:17]([NH:19][CH2:20][C:21]1[CH:26]=[CH:25][CH:24]=[CH:23][CH:22]=1)=[O:18])[CH2:13][CH:14]([CH3:16])[CH3:15])[CH2:8][CH2:9]O)([CH3:4])[CH3:3].[Br:28][C:29]1[CH:30]=[C:31]2[C:35](=[CH:36][CH:37]=1)[C:34](=[O:38])[NH:33][C:32]2=[O:39].C1(P(C2C=CC=CC=2)C2C=CC=CC=2)C=CC=CC=1.N(C(OCC)=O)=NC(OCC)=O>CN(C=O)C>[CH3:1][C:2]([O:5][C:6](=[O:27])[C@H:7]([NH:11][C@H:12]([C:17]([NH:19][CH2:20][C:21]1[CH:22]=[CH:23][CH:24]=[CH:25][CH:26]=1)=[O:18])[CH2:13][CH:14]([CH3:15])[CH3:16])[CH2:8][CH2:9][N:33]1[C:32](=[O:39])[C:31]2[C:35](=[CH:36][CH:37]=[C:29]([Br:28])[CH:30]=2)[C:34]1=[O:38])([CH3:4])[CH3:3]. Procedure details: 325 mg of 2-(R)-[1-(S)-(benzylamino)carbonyl-3-methyl-butylamino]-4-hydroxy-butanoic acid-1,1-dimethylethyl ester, prepared as described for Example N, was added to 10 mL DMF, followed by 226 mg 5-bromo-1,3-dihydro-1,3-dioxo-2H-isoindole. 231 mg of triphenylphosphine was added and the mixture was cooled to 0° C. 0.14 mL diethyl azodicarboxylate was added and the mixture was warmed to RT with stirring for 16 h. The solvents were removed by evaporation and the resulting residue was purified by rev... Starting materials: NC1=C(C=CC=C1)S (2-aminobenzenethiol), COC(C1=C(C=CC(=C1)F)F)=O (2,5-difluoro-benzoic acid methyl ester). The product is COC(C1=C(C=CC(=C1)F)S/C(/C(=C\C)/N)=C/C)=O (2-[(E)-2-amino-1-eth-(E)-ylidene-but-2-enylsulfanyl]-5-fluoro-benzoic acid methyl ester). Reaction SMILES: [NH2:1][C:2]1[CH:7]=[CH:6][CH:5]=[CH:4][C:3]=1[SH:8].[CH3:9][O:10][C:11](=[O:20])[C:12]1[CH:17]=[C:16]([F:18])[CH:15]=[CH:14][C:13]=1F>>[CH3:9][O:10][C:11](=[O:20])[C:12]1[CH:17]=[C:16]([F:18])[CH:15]=[CH:14][C:13]=1[S:8]/[C:3](=[CH:4]/[CH3:5])/[C:2](/[NH2:1])=[CH:7]\[CH3:6]. Procedure: Thus, 2-aminobenzenethiol may be reacted with 2,5-difluoro-benzoic acid methyl ester to form a 2-[(E)-2-amino-1-eth-(E)-ylidene-but-2-enylsulfanyl]-5-fluoro-benzoic acid methyl ester intermediate that can be converted by treatment with alkali to 2-[(E)-2-amino-1-eth-(E)-ylidene-but-2-enylsulfanyl]-5-fluoro-benzoic acid. The benzoic acid can be cyclized to form 2-fluoro-10H-dibenzo[b,f][1,4]thiazepin-11-one, that may be converted to 11-chloro-2-fluoro-dibenzo[b,f][1,4]thiazepine, that may be furt... Run in CN(C=O)C (dimethylformamide). Product: ClC=1C=C(OCC2CN(C(O2)=O)CCCC(=O)OCC)C=CC1 (Ethyl 4-[5-(3-chlorophenoxymethyl)-2-oxooxazolidin-3-yl]butyrate). Yield: 50.0%. Procedure details: A procedure similar to that described in Preparation 4 was repeated, except that 0.52 g of sodium hydride (as a 55% by weight dispersion in mineral oil), 30 ml of anhydrous dimethylformamide, 2.00 g of 5-(3-chlorophenoxymethyl)oxazolidin-2-one and 2.34 g of ethyl 4-bromobutyrate were used, to give 1.50 g of the title compound having an Rf value of 0.39 (on silica gel thin layer chromatography, using a 2:1 by volume mixture of ethyl acetate and hexane as the developing solvent). Reactants: [H-].[Na+] (sodium hydride), ClC=1C=C(OCC2CNC(O2)=O)C=CC1 (5-(3-chlorophenoxymethyl)oxazolidin-2-one), BrCCCC(=O)OCC (ethyl 4-bromobutyrate). As a reaction SMILES: [H-].[Na+].[Cl:3][C:4]1[CH:5]=[C:6]([CH:15]=[CH:16][CH:17]=1)[O:7][CH2:8][CH:9]1[O:13][C:12](=[O:14])[NH:11][CH2:10]1.Br[CH2:19][CH2:20][CH2:21][C:22]([O:24][CH2:25][CH3:26])=[O:23]>CN(C)C=O>[Cl:3][C:4]1[CH:5]=[C:6]([CH:15]=[CH:16][CH:17]=1)[O:7][CH2:8][CH:9]1[O:13][C:12](=[O:14])[N:11]([CH2:19][CH2:20][CH2:21][C:22]([O:24][CH2:25][CH3:26])=[O:23])[CH2:10]1 |f:0.1|. Starting materials: C(C)(C)(C)C1=CC=C(C(=O)NC=2C=CC(=NC2)C2=CC=C3CN(C(C3=C2)=O)[C@H](C(=O)O)C(C)C)C=C1 ((S)-2-(6-(5-(4-tert-Butylbenzamido)pyridin-2-yl)-1-oxoisoindolin-2-yl)-3-methyl butanoic acid), C(C)(C)(C)C1=CC=C(C(=O)NC2=C(C=C(C=C2)C2=CC=C3CN(C(C3=C2)=O)[C@H](C(=O)OC)C(C)C)F)C=C1 ((S)-Methyl 2-(6-(4-(4-tert-butylbenzamido)-3-fluorophenyl)-1-oxoisoindolin-2-yl)-3-methylbutanoate). Product: C(C)(C)(C)C1=CC=C(C(=O)NC2=C(C=C(C=C2)C2=CC=C3CN(C(C3=C2)=O)[C@H](C(=O)O)C(C)C)F)C=C1 ((S)-2-(6-(4-(4-tert-Butylbenzamido)-3-fluorophenyl)-1-oxoisoindolin-2-yl)-3-methylbutanoic acid). The yield is 86.0%. Reaction SMILES: C(C1C=CC(C(NC2C=CC(C3C=C4C(CN([C@@H](C(C)C)C(O)=O)C4=O)=CC=3)=NC=2)=O)=CC=1)(C)(C)C.[C:37]([C:41]1[CH:74]=[CH:73][C:44]([C:45]([NH:47][C:48]2[CH:53]=[CH:52][C:51]([C:54]3[CH:62]=[C:61]4[C:57]([CH2:58][N:59]([C@@H:64]([CH:69]([CH3:71])[CH3:70])[C:65]([O:67]C)=[O:66])[C:60]4=[O:63])=[CH:56][CH:55]=3)=[CH:50][C:49]=2[F:72])=[O:46])=[CH:43][CH:42]=1)([CH3:40])([CH3:39])[CH3:38]>>[C:37]([C:41]1[CH:74]=[CH:73][C:44]([C:45]([NH:47][C:48]2[CH:53]=[CH:52][C:51]([C:54]3[CH:62]=[C:61]4[C:57]([CH2:58][N:59]([C@@H:64]([CH:69]([CH3:70])[CH3:71])[C:65]([OH:67])=[O:66])[C:60]4=[O:63])=[CH:56][CH:55]=3)=[CH:50][C:49]=2[F:72])=[O:46])=[CH:43][CH:42]=1)([CH3:38])([CH3:40])[CH3:39]. Reported procedure: The compound of example 444 was prepared analogous to the compound of example 404 by hydrolysis of the compound of example 443. Reactants: C(=S)(Cl)Cl (Thiophosgene), CC(C)(C)C=1C=C(OCC(=O)NN)C=C(C1O)C(C)(C)C (3,5-bis(1,1-dimethylethyl)-4-hydroxyphenoxy-acetic acid hydrazide). The solvent is O1CCCC1 (tetrahydrofuran), C(C)(=O)OCC (ethyl acetate). Run at time 30 minute. Yields the product CC(C)(C)C=1C=C(OCC2=NNC(O2)=S)C=C(C1O)C(C)(C)C (5-[[3,5-Bis(1,1-dimethylethyl)-4-hydroxyphenoxy]-methyl]-1,3,4-oxadiazole-2(3H)-thione). As a reaction SMILES: [C:1](Cl)(Cl)=[S:2].[CH3:5][C:6]([C:9]1[CH:10]=[C:11]([CH:18]=[C:19]([C:22]([CH3:25])([CH3:24])[CH3:23])[C:20]=1[OH:21])[O:12][CH2:13][C:14]([NH:16][NH2:17])=[O:15])([CH3:8])[CH3:7]>O1CCCC1.C(OCC)(=O)C>[CH3:8][C:6]([C:9]1[CH:10]=[C:11]([CH:18]=[C:19]([C:22]([CH3:25])([CH3:24])[CH3:23])[C:20]=1[OH:21])[O:12][CH2:13][C:14]1[O:15][C:1](=[S:2])[NH:17][N:16]=1)([CH3:5])[CH3:7]. Reported procedure: Thiophosgene (0.10 mL, 1.36 mmol) is added dropwise to a -78° C. solution of [3,5-bis(1,1-dimethylethyl)-4-hydroxyphenoxy-acetic acid hydrazide (0.40 g, 1.36 mmol) in tetrahydrofuran (25 mL). The reaction mixture is stirred for 30 minutes, diluted with ethyl acetate, and washed three times with water and once with brine. Drying the organic phase over magnesium sulfate and evaporation gives a pale yellow oil which is crystallized from ethyl acetate/hexane yielding 0.36 g (78%) of 5-[[3,5-bis(1,1-... Run at temperature 100 celsius. Reactants: C=1(O)C(O)=CC=CC1 (catechol), [O-]CC.[Nb+5].[O-]CC.[O-]CC.[O-]CC.[O-]CC (niobium(V) ethoxide). RXN SMILES: [C:1]1([C:3](=[CH:5][CH:6]=[CH:7][CH:8]=1)[OH:4])[OH:2].[O-]CC.[Nb+5:12].[O-]CC.[O-]CC.[O-]CC.[O-]CC>C1(C)C=CC=CC=1>[C:1]1([C:3](=[CH:5][CH:6]=[CH:7][CH:8]=1)[O-:4])[O-:2].[Nb+5:12].[C:1]1([C:3](=[CH:5][CH:6]=[CH:7][CH:8]=1)[O-:4])[O-:2].[C:1]1([C:3](=[CH:5][CH:6]=[CH:7][CH:8]=1)[O-:4])[O-:2].[C:1]1([C:3](=[CH:5][CH:6]=[CH:7][CH:8]=1)[O-:4])[O-:2].[C:1]1([C:3](=[CH:5][CH:6]=[CH:7][CH:8]=1)[O-:4])[O-:2].[Nb+5:12] |f:1.2.3.4.5.6,8.9.10.11.12.13.14|. Solvent: C1(=CC=CC=C1)C (toluene). Procedure: A solution of catechol (8.64 g, 78.5 mmol) and toluene (70 ml) was dehydrated by distilling 10 mL of the solution. Thereafter, 10.0 g (31.4 mmol) of niobium(V) ethoxide was added to the solution while stirring. The mixed solution was refluxed for 1 hour, and then, while the distillation temperature was 110° C. or higher, distilled until the amount of the solution became half. After the distillation, volatile components of the residual mixed solution were vaporized under reduced pressure by a rot... Product: C=1([O-])C([O-])=CC=CC1.[Nb+5].C=1([O-])C([O-])=CC=CC1.C=1([O-])C([O-])=CC=CC1.C=1([O-])C([O-])=CC=CC1.C=1([O-])C([O-])=CC=CC1.[Nb+5] (Niobium Catecholate).